Dataset: the Open Reaction Database (ORD), a public repository of structured organic reaction records. Task: describe an organic reaction: reactants, conditions, products, and yield RXN SMILES: [O:1]1[CH2:20][CH:2]1[CH2:3][O:4][C:5]1[CH:10]=[CH:9][C:8]([C:11]2[NH:12][CH:13]=[C:14]([C:16]([F:19])([F:18])[F:17])[N:15]=2)=[CH:7][CH:6]=1.[C:21]([NH2:25])([CH3:24])([CH3:23])[CH3:22]>>[C:21]([NH:25][CH2:20][CH:2]([OH:1])[CH2:3][O:4][C:5]1[CH:10]=[CH:9][C:8]([C:11]2[NH:12][CH:13]=[C:14]([C:16]([F:19])([F:18])[F:17])[N:15]=2)=[CH:7][CH:6]=1)([CH3:24])([CH3:23])[CH3:22]. The product is C(C)(C)(C)NCC(COC1=CC=C(C=C1)C=1NC=C(N1)C(F)(F)F)O (2-[4-(3-tert. butylamino-2-hydroxypropoxy)-phenyl]-4-trifluoromethylimidazole). Starting materials: O1C(COC2=CC=C(C=C2)C=2NC=C(N2)C(F)(F)F)C1 (2-[4-(2,3-epoxypropoxy)phenyl]trifluoromethylimidazole), C(C)(C)(C)N (tert. butylamine). Procedure details: A solution of 2-[4-(2,3-epoxypropoxy)phenyl]trifluoromethylimidazole (2.5 g.) in tert. butylamine (20 ml.) is heated 6 hours at reflux. The excess tert.butylamine is removed by distillation at atmospheric pressure over steam. The residue is triturated with nitromethane (5 ml.) and the resulting solid removed by filtration. After recrystallization from acetonitrile, (1.2 g.) of 2-[4-(3-tert. butylamino-2-hydroxypropoxy)-phenyl]-4-trifluoromethylimidazole is obtained, m.p. 185.5°-186.5° C. Reactants: O=C(C1CC1)N1CCC(Cc2n[nH]c(=O)n2-c2ccc(Br)cc2F)C1, O=C([O-])[O-], CC1(C)OB(c2ccc3[nH]ncc3c2)OC1(C)C, [K+], [K+], C1COCCO1. The product is O=C(C1CC1)N1CCC(Cc2n[nH]c(=O)n2-c2ccc(-c3ccc4[nH]ncc4c3)cc2F)C1. As a reaction SMILES: [Br:1][c:2]1[cH:3][c:4]([F:25])[c:5](-[n:8]2[c:9](=[O:24])[nH:10][n:11][c:12]2[CH2:13][CH:14]2[CH2:15][N:16]([C:19](=[O:20])[CH:21]3[CH2:22][CH2:23]3)[CH2:17][CH2:18]2)[cH:6][cH:7]1.[C:44](=[O:45])([O-:46])[O-:47].[CH3:26][C:27]1([CH3:28])[C:29]([CH3:30])([CH3:31])[O:32][B:33]([c:34]2[cH:35][c:36]3[cH:37][n:38][nH:39][c:40]3[cH:41][cH:42]2)[O:43]1.[K+:48].[K+:49].[O:50]1[CH2:51][CH2:52][O:53][CH2:54][CH2:55]1>>[c:2]1(-[c:34]2[cH:35][c:36]3[cH:37][n:38][nH:39][c:40]3[cH:41][cH:42]2)[cH:3][c:4]([F:25])[c:5](-[n:8]2[c:9](=[O:24])[nH:10][n:11][c:12]2[CH2:13][CH:14]2[CH2:15][N:16]([C:19](=[O:20])[CH:21]3[CH2:22][CH2:23]3)[CH2:17][CH2:18]2)[cH:6][cH:7]1. Reaction SMILES: [CH3:1][NH:2][C:3]([NH:5][CH3:6])=[O:4].Cl[Si:8]([CH3:11])([CH3:10])[CH3:9]>C(N(CC)CC)C>[CH3:9][Si:8]([CH3:11])([CH3:10])[N:2]([CH3:1])[C:3]([N:5]([Si:8]([CH3:11])([CH3:10])[CH3:9])[CH3:6])=[O:4]. The reactants are CNC(=O)NC (1,3-dimethylurea), Cl[Si](C)(C)C (chlorotrimethylsilane). The solvent is C(C)N(CC)CC (triethylamine). Reaction conditions: time 5 minute. Product: C[Si](N(C(=O)N(C)[Si](C)(C)C)C)(C)C (1,3-bis(trimethylsilyl)-1,3-dimethyl urea). Reported procedure: 1,3-dimethylurea (44.0 g, 0.5 mole) and triethylamine (250 mls) were charged to a stirred reaction vessel purged with dry nitrogen. The mixture was stirred for 5 minutes and then chlorotrimethylsilane (167.5 mls, 1.32 moles) was added resulting in the formation of a white precipitate. The resulting reaction mixture was stirred for a further 24 hours at ambient temperature after which it was filtered under a nitrogen atmosphere. The filter cake was washed with dry toluene and the combined organic...